From a dataset of the Open Reaction Database (ORD), a public repository of structured organic reaction records. describe an organic reaction: reactants, conditions, products, and yield Reactants: ClCCCCCCBr, Oc1ccc(-c2nnc(CSCCOc3ccccc3)o2)cc1. Product: ClCCCCCCOc1ccc(-c2nnc(CSCCOc3ccccc3)o2)cc1. Reaction SMILES: [Br:24][CH2:25][CH2:26][CH2:27][CH2:28][CH2:29][CH2:30][Cl:31].[O:1]([c:2]1[cH:3][cH:4][cH:5][cH:6][cH:7]1)[CH2:8][CH2:9][S:10][CH2:11][c:12]1[n:13][n:14][c:15](-[c:17]2[cH:18][cH:19][c:20]([OH:23])[cH:21][cH:22]2)[o:16]1>>[O:1]([c:2]1[cH:3][cH:4][cH:5][cH:6][cH:7]1)[CH2:8][CH2:9][S:10][CH2:11][c:12]1[n:13][n:14][c:15](-[c:17]2[cH:18][cH:19][c:20]([O:23][CH2:25][CH2:26][CH2:27][CH2:28][CH2:29][CH2:30][Cl:31])[cH:21][cH:22]2)[o:16]1. The reactants are O=C([O-])[O-], CN(C)C=O, OCc1cn2nc(I)ccc2n1, [K+], [K+], O, Cc1cc(C(=O)Nc2cccc(O)c2)n(C)n1. The product is Cc1cc(C(=O)Nc2cccc(Oc3ccc4nc(CO)cn4n3)c2)n(C)n1. Reaction SMILES: [C:30](=[O:31])([O-:32])[O-:33].[CH3:37][N:38]([CH3:39])[CH:40]=[O:41].[I:1][c:2]1[cH:3][cH:4][c:5]2[n:6]([n:7]1)[cH:8][c:9]([CH2:11][OH:12])[n:10]2.[K+:34].[K+:35].[OH2:36].[OH:13][c:14]1[cH:15][c:16]([NH:20][C:21](=[O:22])[c:23]2[cH:24][c:25]([CH3:29])[n:26][n:27]2[CH3:28])[cH:17][cH:18][cH:19]1>>[c:2]1([O:13][c:14]2[cH:15][c:16]([NH:20][C:21](=[O:22])[c:23]3[cH:24][c:25]([CH3:29])[n:26][n:27]3[CH3:28])[cH:17][cH:18][cH:19]2)[cH:3][cH:4][c:5]2[n:6]([n:7]1)[cH:8][c:9]([CH2:11][OH:12])[n:10]2. The reactants are O (water), C(C1=CC=CC=C1)C=1C(=NC=C(C1)C(=O)O)OC (3-benzyl-2-methoxypyridine-5-carboxylic acid), C([O-])([O-])=O.[K+].[K+] (potassium carbonate), CI (methyl iodide). Solvent: CN(C=O)C (N,N-dimethylformamide). Product: C(C1=CC=CC=C1)C=1C(=NC=C(C1)C(=O)OC)OC (3-Benzyl-2-methoxy-5-methoxycarbonylpyridine). Isolated yield 99.1%. RXN SMILES: [CH2:1]([C:8]1[C:9]([O:17][CH3:18])=[N:10][CH:11]=[C:12]([C:14]([OH:16])=[O:15])[CH:13]=1)[C:2]1[CH:7]=[CH:6][CH:5]=[CH:4][CH:3]=1.[C:19](=O)([O-])[O-].[K+].[K+].CI.O>CN(C)C=O>[CH2:1]([C:8]1[C:9]([O:17][CH3:18])=[N:10][CH:11]=[C:12]([C:14]([O:16][CH3:19])=[O:15])[CH:13]=1)[C:2]1[CH:3]=[CH:4][CH:5]=[CH:6][CH:7]=1 |f:1.2.3|. Reported procedure: A mixture of 2.1 g of 3-benzyl-2-methoxypyridine-5-carboxylic acid and 2.9 g of potassium carbonate was suspended in 40 ml of N,N-dimethylformamide. 1.1 ml of methyl iodide was added-thereto at room temperature under stirring. After stirring for 40 minutes, water was added thereto and extracted with ethyl acetate. The organic phase was further washed with brine, dried over anhydrous sodium sulfate and the solvent was evaporated. The residue was subjected to silica gel column chromatography using... Reactants: Cl (hydrochloric acid), C(CCC)[Li] (n-butyl lithium), C(C)[Si](CC)(CC)C#C (triethylsilyl acetylene), C(C1=CC=CC=C1)CC(C)=O (benzyl acetone). Solvent: CCOCC (ether), C(C)OCC (ethyl ether). Reaction conditions: time 1 hour. Product: CC(C#C)(CCC1=CC=CC=C1)O (3-methyl-3-hydroxy-5-phenyl-1-pentyne). As a reaction SMILES: [CH2:1]([Li])[CH2:2]CC.C([Si](C#C)(CC)CC)C.[CH2:15]([CH2:22][C:23](=[O:25])[CH3:24])[C:16]1[CH:21]=[CH:20][CH:19]=[CH:18][CH:17]=1.Cl>CCOCC>[CH3:24][C:23]([OH:25])([CH2:22][CH2:15][C:16]1[CH:21]=[CH:20][CH:19]=[CH:18][CH:17]=1)[C:1]#[CH:2]. Procedure details: 8 Parts by volume of 2.5 molar n-butyl lithium is added to a solution of 3.1 parts of triethylsilyl acetylene in 20 parts by volume of ethyl ether at -30° C. The resulting solution is allowed to warm to room temperature, then it is cooled again to -30° C. and 3 parts of benzyl acetone is added. The reaction mixture is allowed to warm to room temperature and is then stirred for 1 hour. The reaction mixture is poured into ether and dilute hydrochloric acid. The ethereal layer is washed with water ... The reactants are O (water), FC=1C(=CC2=C(SC=C2)C1OC)CC(=O)O (2-(6-fluoro-7-methoxybenzo[b]thiophen-5-yl)-acetic acid), solution, B(F)(F)F (boron trifluoride). Solvent: C(Cl)Cl (methylene chloride), C(Cl)Cl (methylene chloride), C(Cl)Cl (methylene chloride). Reaction conditions: time 3 hour. The product is FC=1C(=CC2=C(SC=C2)C1O)CC(=O)O (2-(6-fluoro-7-hydroxybenzo[b]thiophen-5-yl)-acetic acid). Isolated yield 86.7%. As a reaction SMILES: [F:1][C:2]1[C:3]([CH2:13][C:14]([OH:16])=[O:15])=[CH:4][C:5]2[CH:9]=[CH:8][S:7][C:6]=2[C:10]=1[O:11]C.B(F)(F)F.O>C(Cl)Cl>[F:1][C:2]1[C:3]([CH2:13][C:14]([OH:16])=[O:15])=[CH:4][C:5]2[CH:9]=[CH:8][S:7][C:6]=2[C:10]=1[OH:11]. Procedure details: In 17.4 mL of methylene chloride is suspended 1.74 g of 2-(6-fluoro-7-methoxybenzo[b]thiophen-5-yl)-acetic acid, to which is added 13.8 mL of 1 mol/L solution of boron trifluoride in methylene chloride. The mixture is stirred at ambient temperature for 3 hours. The reaction mixture is introduced into a mixture of methylene chloride and water and the organic layer is separated. The organic layer is washed with saturated aqueous solution of sodium chloride and dried over anhydrous magnesium sulfat... Starting materials: CC(C)(C)OC(=O)N(CCCl)CCCl, Nc1cccc2c1OC(F)(F)C(F)(F)O2, [H-], [Na+], CN(C)C=O. Yields the product CC(C)(C)OC(=O)N1CCN(c2cccc3c2OC(F)(F)C(F)(F)O3)CC1. As a reaction SMILES: [C:16]([CH3:17])([CH3:18])([CH3:19])[O:20][C:21]([N:22]([CH2:23][CH2:24][Cl:28])[CH2:26][CH2:27][Cl:25])=[O:29].[F:1][C:2]1([F:15])[C:3]([F:13])([F:14])[O:4][c:5]2[c:6]([cH:8][cH:9][cH:10][c:11]2[NH2:12])[O:7]1.[H-:31].[Na+:30].[O:32]=[CH:33][N:34]([CH3:35])[CH3:36]>>[F:1][C:2]1([F:15])[C:3]([F:13])([F:14])[O:4][c:5]2[c:6]([cH:8][cH:9][cH:10][c:11]2[N:12]2[CH2:24][CH2:23][N:22]([C:21]([O:20][C:16]([CH3:17])([CH3:18])[CH3:19])=[O:29])[CH2:26][CH2:27]2)[O:7]1. The reactants are C(N)(=O)C=1C(=NN(C1)C1(CCN(CC1)C(=O)OC(C)(C)C)CC#N)NC1=CC=C(C=C1)CC(=O)OC (tert-Butyl 4-(4-carbamoyl-3-{[4-(2-methoxy-2-oxoethyl)phenyl]amino}-1H-pyrazol-1-yl)-4-(cyanomethyl)piperidine-1-carboxylate), CC(C)(C)[O-].[K+] (KOtBu). Solvent: [NH4+].[Cl-] (NH4Cl), C1CCOC1 (THF). Conditions: temperature 0 celsius, time 20 minute. The product is C(N)(=O)C=1C(=NNC1)NC1=CC=C(C=C1)CC(=O)OC (Methyl {4-[(4-carbamoyl-1H-pyrazol-3-yl)amino]phenyl}acetate). RXN SMILES: [C:1]([C:4]1[C:5]([NH:25][C:26]2[CH:31]=[CH:30][C:29]([CH2:32][C:33]([O:35][CH3:36])=[O:34])=[CH:28][CH:27]=2)=[N:6][N:7](C2(CC#N)CCN(C(OC(C)(C)C)=O)CC2)[CH:8]=1)(=[O:3])[NH2:2].CC([O-])(C)C.[K+]>C1COCC1.[NH4+].[Cl-]>[C:1]([C:4]1[C:5]([NH:25][C:26]2[CH:27]=[CH:28][C:29]([CH2:32][C:33]([O:35][CH3:36])=[O:34])=[CH:30][CH:31]=2)=[N:6][NH:7][CH:8]=1)(=[O:3])[NH2:2] |f:1.2,4.5|. Reported procedure: To a solution of tert-Butyl 4-(4-carbamoyl-3-{[4-(2-methoxy-2-oxoethyl)phenyl]amino}-1H-pyrazol-1-yl)-4-(cyanomethyl)piperidine-1-carboxylate (226 mg, 0.46 mmol) in THF (2.3 mL) at 0° C. was added KOtBu (0.68 mL, 0.68 mmol, 1.0M in THF), and the mixture was stirred at 0° C. for 20 minutes, then ambient temperature for 20 minutes. The mixture was diluted with saturated aqueous NH4Cl, and extracted with EtOAc. The organic layer was washed with brine, dried over anhydrous MgSO4, and concentrated in... Solvent: CO (MeOH). The product is CC(C)(OC(=O)NC(C(CNCC(C(CC1=CC=CC=C1)NC([C@@H](NC(=O)OCCO)C(C)C)=O)O)O)CC1=CC=CC=C1)C (N-[3-[[3-[[(1,1-Dimethylethoxy)carbonyl]amino]-2-hydroxy-4-phenylbutyl]amino]-2-hydroxy-1-(phenylmethyl)propyl]-N2 -[(2-hydroxyethoxy)carbonyl]-L-valinamide). As a reaction SMILES: N#N.[OH:3][CH:4](CO)[CH2:5][O:6][C:7]([NH:9][C@H:10]([C:14]([NH:16][CH:17]([CH2:41][C:42]1[CH:47]=[CH:46][CH:45]=[CH:44][CH:43]=1)[CH:18]([OH:40])[CH2:19][NH:20][CH2:21][CH:22]([OH:39])[CH:23]([NH:31][C:32]([O:34][C:35]([CH3:38])([CH3:37])[CH3:36])=[O:33])[CH2:24][C:25]1[CH:30]=[CH:29][CH:28]=[CH:27][CH:26]=1)=[O:15])[CH:11]([CH3:13])[CH3:12])=[O:8]>CO>[CH3:37][C:35]([CH3:36])([O:34][C:32]([NH:31][CH:23]([CH2:24][C:25]1[CH:30]=[CH:29][CH:28]=[CH:27][CH:26]=1)[CH:22]([OH:39])[CH2:21][NH:20][CH2:19][CH:18]([OH:40])[CH:17]([NH:16][C:14](=[O:15])[C@H:10]([CH:11]([CH3:13])[CH3:12])[NH:9][C:7]([O:6][CH2:5][CH2:4][OH:3])=[O:8])[CH2:41][C:42]1[CH:47]=[CH:46][CH:45]=[CH:44][CH:43]=1)=[O:33])[CH3:38] |f:0.1|. Reactants: Compounds 218b, N#N.OC(COC(=O)N[C@@H](C(C)C)C(=O)NC(C(CNCC(C(CC1=CC=CC=C1)NC(=O)OC(C)(C)C)O)O)CC1=CC=CC=C1)CO (N2 [(2,3-Dihydroxypropoxy)carbonyl]-N-[3-[[3-[[(1,1-dimethylethoxy)carbonyl]amino]-2-hydroxy-4-phenylbutyl]amino]-2-hydroxy-1-(phenylmethyl)propyl]-L-valinamide), title Compound 218c, Compound 202c. Procedure details: Compounds 218b and 54 were converted to the title Compound 218c (white solid) by a two-step procedure analogous to that used for the conversion of Compound 202c to Compound 202e. m.p.=174°-179° C.; [α]D =-16.1° (c =0.23; MeOH) High resolution MS (FAB): Calculated (M+H)+ (for C33H51N4O8)=631.3707; Observed (M+H)+ =631.3709 Δ=0.3 ppm